From a dataset of the Open Reaction Database (ORD), a public repository of structured organic reaction records. describe an organic reaction: reactants, conditions, products, and yield The reactants are COC(=O)Cc1cccc(CBr)c1, O=C([O-])[O-], [K+], [K+], CCCCc1nc2c(N)nc3ccccc3c2n1CCCNCCCO, CN(C)C=O. Product: CCCCc1nc2c(N)nc3ccccc3c2n1CCCN(CCCO)Cc1cccc(CC(=O)OC)c1. RXN SMILES: [Br:27][CH2:28][c:29]1[cH:30][c:31]([CH2:35][C:36](=[O:37])[O:38][CH3:39])[cH:32][cH:33][cH:34]1.[C:40](=[O:41])([O-:42])[O-:43].[K+:44].[K+:45].[NH2:1][c:2]1[n:3][c:4]2[cH:5][cH:6][cH:7][cH:8][c:9]2[c:10]2[c:11]1[n:12][c:13]([CH2:23][CH2:24][CH2:25][CH3:26])[n:14]2[CH2:15][CH2:16][CH2:17][NH:18][CH2:19][CH2:20][CH2:21][OH:22].[O:46]=[CH:47][N:48]([CH3:49])[CH3:50]>>[NH2:1][c:2]1[n:3][c:4]2[cH:5][cH:6][cH:7][cH:8][c:9]2[c:10]2[c:11]1[n:12][c:13]([CH2:23][CH2:24][CH2:25][CH3:26])[n:14]2[CH2:15][CH2:16][CH2:17][N:18]([CH2:19][CH2:20][CH2:21][OH:22])[CH2:28][c:29]1[cH:30][c:31]([CH2:35][C:36](=[O:37])[O:38][CH3:39])[cH:32][cH:33][cH:34]1.